From a dataset of the Open Reaction Database (ORD), a public repository of structured organic reaction records. describe an organic reaction: reactants, conditions, products, and yield Conditions: time 8 hour. Run in CC(=O)C (acetone). RXN SMILES: [C:1]([C:3]1[CH:8]=[CH:7][CH:6]=[CH:5][C:4]=1[C:9]1[C:10](=[O:30])[N:11]([C:24]2[CH:29]=[CH:28][CH:27]=[CH:26][CH:25]=2)[CH:12]=[C:13]([C:15]2[NH:16][C:17]3[CH:22]=[CH:21][N:20]=[CH:19][C:18]=3[N:23]=2)[CH:14]=1)#[N:2].[CH3:31]I>CC(C)=O>[C:1]([C:3]1[CH:8]=[CH:7][CH:6]=[CH:5][C:4]=1[C:9]1[C:10](=[O:30])[N:11]([C:24]2[CH:25]=[CH:26][CH:27]=[CH:28][CH:29]=2)[CH:12]=[C:13]([C:15]2[N:16]=[C:19]3[N:20]([CH3:31])[CH:21]=[CH:22][CH:17]=[C:18]3[N:23]=2)[CH:14]=1)#[N:2]. Procedure details: 3 mg of 3-(2-cyanophenyl)-5-(1H-imidazo[4,5-c]pyridin-2-yl)-1-phenyl-1,2-dihydropyridin-2-one was dissolved in 3 ml of acetone. To the mixture was added 2 ml of methyl iodide, followed by stirring at room temperature overnight. The mixture was evaporated, and the residue was diluted with 1 ml of water. To the mixture was added 20 mg of sodium hydroxide, followed by stirring at room temperature for 4 hours. The reaction solution was extracted with ethyl acetate. The organic layer was washed with ... The product is C(#N)C1=C(C=CC=C1)C=1C(N(C=C(C1)C1=NC=2C(N(C=CC2)C)=N1)C1=CC=CC=C1)=O (3-(2-Cyanophenyl)-5-(4-methyl-imidazo[4,5-b]pyridin-2-yl)-1-phenyl-1,2-dihydropyridin-2-one). Starting materials: C(#N)C1=C(C=CC=C1)C=1C(N(C=C(C1)C=1NC2=C(C=NC=C2)N1)C1=CC=CC=C1)=O (3-(2-cyanophenyl)-5-(1H-imidazo[4,5-c]pyridin-2-yl)-1-phenyl-1,2-dihydropyridin-2-one), CI (methyl iodide). Starting materials: N1C=CC2=CC(=CC=C12)C(=O)O (indole-5-carboxylic acid), C=1C=CC2=C(C1)N=NN2O (HOBT), CCN=C=NCCCN(C)C (EDAC), TEA, C1(=CC=CC=C1)N1CNC(C12CCNCC2)=O (1-phenyl-1,3,8-triaza-spiro[4.5]decan-4-one). The solvent is O (water), CN(C)C=O (DMF). Conditions: time 10 minute. Yields the product N1C=CC2=CC(=CC=C12)C(=O)N1CCC2(C(NCN2C2=CC=CC=C2)=O)CC1 (8-(1H-Indole-5-carbonyl)-1-phenyl-1,3,8-triaza-spiro[4.5]decan-4-one). The yield is 67.8%. As a reaction SMILES: [NH:1]1[C:9]2[C:4](=[CH:5][C:6]([C:10]([OH:12])=O)=[CH:7][CH:8]=2)[CH:3]=[CH:2]1.C1C=CC2N(O)N=NC=2C=1.CCN=C=NCCCN(C)C.[C:34]1([N:40]2[C:44]3([CH2:49][CH2:48][NH:47][CH2:46][CH2:45]3)[C:43](=[O:50])[NH:42][CH2:41]2)[CH:39]=[CH:38][CH:37]=[CH:36][CH:35]=1>CN(C=O)C.O>[NH:1]1[C:9]2[C:4](=[CH:5][C:6]([C:10]([N:47]3[CH2:46][CH2:45][C:44]4([N:40]([C:34]5[CH:39]=[CH:38][CH:37]=[CH:36][CH:35]=5)[CH2:41][NH:42][C:43]4=[O:50])[CH2:49][CH2:48]3)=[O:12])=[CH:7][CH:8]=2)[CH:3]=[CH:2]1. Procedure: To a mixture of indole-5-carboxylic acid (300 mg, 1.86 mmol) and HOBT (278 mg, 2.05 mmol) in dry DMF (10 mL) was added EDAC (464 mg, 2.42 mmol). The resulting mixture was stirred for 10 min followed by addition of a mixture of TEA (0.78 ml, 5.58 mmol) and 1-phenyl-1,3,8-triaza-spiro[4.5]decan-4-one (473 mg, 2.04 mmol). The reaction mixture was stirred for an additional 16 hrs. To the reaction mixture was added water (25 ml) and the resulting precipitate was filtered and washed with water. The re... Starting materials: Oc1cccc(Br)c1, COCCl, CCN(C(C)C)C(C)C, ClCCl. The product is COCOc1cccc(Br)c1. As a reaction SMILES: [Br:1][c:2]1[cH:3][c:4]([OH:8])[cH:5][cH:6][cH:7]1.[CH3:9][O:10][CH2:11][Cl:12].[CH:13]([N:14]([CH:15]([CH3:16])[CH3:17])[CH2:18][CH3:19])([CH3:20])[CH3:21].[Cl:22][CH2:23][Cl:24]>>[Br:1][c:2]1[cH:3][c:4]([O:8][CH2:11][O:10][CH3:9])[cH:5][cH:6][cH:7]1. Reactants: CC(C)(C)OC(=O)NCc1ccc2cc(-c3ccnc(Cl)n3)sc2c1, CN1CCN(CCCN)CC1, C1COCCO1. Yields the product CN1CCN(CCCNc2nccc(-c3cc4ccc(CNC(=O)OC(C)(C)C)cc4s3)n2)CC1. RXN SMILES: [C:1]([CH3:2])([CH3:3])([CH3:4])[O:5][C:6]([NH:7][CH2:8][c:9]1[cH:10][cH:11][c:12]2[c:13]([s:14][c:15](-[c:17]3[n:18][c:19]([Cl:23])[n:20][cH:21][cH:22]3)[cH:16]2)[cH:24]1)=[O:25].[NH2:26][CH2:27][CH2:28][CH2:29][N:30]1[CH2:31][CH2:32][N:33]([CH3:36])[CH2:34][CH2:35]1.[O:37]1[CH2:38][CH2:39][O:40][CH2:41][CH2:42]1>>[C:1]([CH3:2])([CH3:3])([CH3:4])[O:5][C:6]([NH:7][CH2:8][c:9]1[cH:10][cH:11][c:12]2[c:13]([s:14][c:15](-[c:17]3[n:18][c:19]([NH:26][CH2:27][CH2:28][CH2:29][N:30]4[CH2:31][CH2:32][N:33]([CH3:36])[CH2:34][CH2:35]4)[n:20][cH:21][cH:22]3)[cH:16]2)[cH:24]1)=[O:25].